Dataset: the Open Reaction Database (ORD), a public repository of structured organic reaction records. Task: describe an organic reaction: reactants, conditions, products, and yield Starting materials: O=C(O)c1ccc([N+](=O)[O-])cc1, NCc1ccccc1. Reagents/catalysts: CN(C)C(=[N+](C)C)ON1C2=C(C=CC=N2)N=N1.F[P-](F)(F)(F)(F)F (HATU), CCN(C(C)C)C(C)C (DIPEA). The solvent is CN(C)C=O (DMF), CN(C)C=O (DMF), CN(C)C=O (DMF), CN(C)C=O (DMF), CN(C)C=O (DMF), CN(C)C=O (DMF). Reaction conditions: temperature 25 celsius, time 2 hour. Yields the product O=C(NCc1ccccc1)c1ccc([N+](=O)[O-])cc1. Yield: 80.8%. RXN SMILES: NCc1ccccc1.O=C(O)c1ccc([N+](=O)[O-])cc1.CN(C)C(=[N+](C)C)ON1C2=C(C=CC=N2)N=N1.F[P-](F)(F)(F)(F)F.CCN(C(C)C)C(C)C.CN(C)C=O>>O=C(NCc1ccccc1)c1ccc([N+](=O)[O-])cc1. Starting materials: ClC1=CC=C2C(=CNC2=C1)C(=O)N1CCN(CC1)C1=C(C=CC=C1)OCC ((6-chloro-1H-indol-3-yl)-[4-(2-ethoxy-phenyl)-piperazin-1-yl]-methanone), ClCCN(C)C ((2-chloro-ethyl)-dimethyl-amine). The product is ClC1=CC=C2C(=CN(C2=C1)CCN(C)C)C(=O)N1CCN(CC1)C1=C(C=CC=C1)OCC ([6-Chloro-1-(2-dimethylamino-ethyl)-1H-indol-3-yl]-[4-(2-ethoxy-phenyl)-piperazin-1-yl]-methanone). Reaction SMILES: [Cl:1][C:2]1[CH:10]=[C:9]2[C:5]([C:6]([C:11]([N:13]3[CH2:18][CH2:17][N:16]([C:19]4[CH:24]=[CH:23][CH:22]=[CH:21][C:20]=4[O:25][CH2:26][CH3:27])[CH2:15][CH2:14]3)=[O:12])=[CH:7][NH:8]2)=[CH:4][CH:3]=1.Cl[CH2:29][CH2:30][N:31]([CH3:33])[CH3:32]>>[Cl:1][C:2]1[CH:10]=[C:9]2[C:5]([C:6]([C:11]([N:13]3[CH2:18][CH2:17][N:16]([C:19]4[CH:24]=[CH:23][CH:22]=[CH:21][C:20]=4[O:25][CH2:26][CH3:27])[CH2:15][CH2:14]3)=[O:12])=[CH:7][N:8]2[CH2:29][CH2:30][N:31]([CH3:33])[CH3:32])=[CH:4][CH:3]=1. Procedure: Following general procedure II, the alkylation of (6-chloro-1H-indol-3-yl)-[4-(2-ethoxy-phenyl)-piperazin-1-yl]-methanone (preparation described herein), with (commercially available) (2-chloro-ethyl)-dimethyl-amine gave the title compound. Starting materials: CCCC(=O)Cl, CC#N, [H-], [Na+], O=[N+]([O-])N=C1NCCN1CC1CCOC1. Product: CCCC(=O)N1CCN(CC2CCOC2)C1=N[N+](=O)[O-]. RXN SMILES: [C:18]([CH2:19][CH2:20][CH3:21])(=[O:22])[Cl:23].[CH3:24][C:25]#[N:26].[H-:16].[Na+:17].[O:1]1[CH2:2][CH:3]([CH2:6][N:7]2[C:8](=[N:12][N+:13](=[O:14])[O-:15])[NH:9][CH2:10][CH2:11]2)[CH2:4][CH2:5]1>>[O:1]1[CH2:2][CH:3]([CH2:6][N:7]2[C:8](=[N:12][N+:13](=[O:14])[O-:15])[N:9]([C:18]([CH2:19][CH2:20][CH3:21])=[O:22])[CH2:10][CH2:11]2)[CH2:4][CH2:5]1. The reactants are C(C)(C)(C)C=1C=C(C=C(C1)C(C)(C)C)O (3,5-di-tert-butylphenol), C[O-].[Na+] (sodium methoxide), [I-].[K+] (potassium iodide), BrC(C(=O)OC)C1=CC=C(C=C1)OC1=CC=C(C=C1)Cl (methyl α-bromo-α-[p-(p-chlorophenoxy)phenyl]acetate). The solvent is CO (methanol), C1=CC=CC=C1 (benzene). The product is C(C)(C)(C)C=1C=C(OC(C(=O)OC)C2=CC=C(C=C2)OC2=CC=C(C=C2)Cl)C=C(C1)C(C)(C)C (Methyl α-(3,5-di-tert-butylphenoxy)-α-[p-(p-chlorophenoxy)phenyl]acetate). Reaction SMILES: [C:1]([C:5]1[CH:6]=[C:7]([OH:15])[CH:8]=[C:9]([C:11]([CH3:14])([CH3:13])[CH3:12])[CH:10]=1)([CH3:4])([CH3:3])[CH3:2].C[O-].[Na+].[I-].[K+].Br[CH:22]([C:27]1[CH:32]=[CH:31][C:30]([O:33][C:34]2[CH:39]=[CH:38][C:37]([Cl:40])=[CH:36][CH:35]=2)=[CH:29][CH:28]=1)[C:23]([O:25][CH3:26])=[O:24]>CO.C1C=CC=CC=1>[C:11]([C:9]1[CH:8]=[C:7]([CH:6]=[C:5]([C:1]([CH3:4])([CH3:3])[CH3:2])[CH:10]=1)[O:15][CH:22]([C:27]1[CH:32]=[CH:31][C:30]([O:33][C:34]2[CH:35]=[CH:36][C:37]([Cl:40])=[CH:38][CH:39]=2)=[CH:29][CH:28]=1)[C:23]([O:25][CH3:26])=[O:24])([CH3:14])([CH3:13])[CH3:12] |f:1.2,3.4|. Procedure details: To a solution of 5.16 g of 3,5-di-tert-butylphenol, 1.188 g of sodium methoxide, and 50 mg of potassium iodide in 40 ml of methanol is added 7.11 g of methyl α-bromo-α-[p-(p-chlorophenoxy)phenyl]acetate in 10 ml of benzene. The solution is heated at reflux overnight and worked up as described in Example 70 to yield a yellow oil which is purified by chromatography on 100 g of silica gel (benzene, 400 ml) and pumped in vacuo at 120° C (0.05 mm) to yield a yellow glass. Reactants: CNS(=O)(=O)C=1C=CC=C2C=CNC12 (1H-indole-7-sulfonic acid methylamide), ClC1=NC(=NC=C1)NC1CC(NC(C1)(C)C)(C)C ((4-chloro-pyrimidin-2-yl)(2,2,6,6-tetramethyl-piperidin-4-yl)-amine), CCCC[N+](CCCC)(CCCC)CCCC.[F-] (TBAF). The product is CNS(=O)(=O)C=1C=CC=C2C(=CNC12)C1=NC(=NC=C1)NC1CC(NC(C1)(C)C)(C)C (3-[2-(2,2,6,6-Tetramethyl-piperidin-4-ylamino)-pyrimidin-4-yl]-1H-indole-7-sulfonic acid methylamide). RXN SMILES: [CH3:1][NH:2][S:3]([C:6]1[CH:7]=[CH:8][CH:9]=[C:10]2[C:14]=1[NH:13][CH:12]=[CH:11]2)(=[O:5])=[O:4].Cl[C:16]1[CH:21]=[CH:20][N:19]=[C:18]([NH:22][CH:23]2[CH2:28][C:27]([CH3:30])([CH3:29])[NH:26][C:25]([CH3:32])([CH3:31])[CH2:24]2)[N:17]=1.CCCC[N+](CCCC)(CCCC)CCCC.[F-]>>[CH3:1][NH:2][S:3]([C:6]1[CH:7]=[CH:8][CH:9]=[C:10]2[C:14]=1[NH:13][CH:12]=[C:11]2[C:20]1[CH:21]=[CH:16][N:17]=[C:18]([NH:22][CH:23]2[CH2:28][C:27]([CH3:30])([CH3:29])[NH:26][C:25]([CH3:32])([CH3:31])[CH2:24]2)[N:19]=1)(=[O:5])=[O:4] |f:2.3|. Reported procedure: The title compound was prepared as described in Example 215, starting from SEM-protected 1H-indole-7-sulfonic acid methylamide and (4-chloro-pyrimidin-2-yl)(2,2,6,6-tetramethyl-piperidin-4-yl)-amine, followed by cleavage of the SEM-protecting groups with TBAF. Yield: 70 mg (5%). Reactants: N#Cc1ccccc1C(=O)c1cccc(Br)c1, O=C([O-])O, CC(C)(C)S(N)=O, CO, CCOC(C)=O, CC[O-], CC[O-], CC[O-], CC[O-], [Na+], C1CCOC1, [Ti+4]. RXN SMILES: [Br:1][c:2]1[cH:3][c:4]([C:5](=[O:6])[c:7]2[c:8]([C:13]#[N:14])[cH:9][cH:10][cH:11][cH:12]2)[cH:15][cH:16][cH:17]1.[C:25](=[O:26])([OH:27])[O-:28].[CH3:18][C:19]([CH3:20])([CH3:21])[S:22](=[O:23])[NH2:24].[CH3:35][OH:36].[CH3:37][CH2:38][O:39][C:40](=[O:41])[CH3:42].[CH3:43][CH2:44][O-:45].[CH3:47][CH2:48][O-:49].[CH3:50][CH2:51][O-:52].[CH3:53][CH2:54][O-:55].[Na+:29].[O:30]1[CH2:31][CH2:32][CH2:33][CH2:34]1.[Ti+4:46]>>[Br:1][c:2]1[cH:3][c:4]([C:5]([c:7]2[c:8]([C:13]#[N:14])[cH:9][cH:10][cH:11][cH:12]2)=[N:24][S:22]([C:19]([CH3:18])([CH3:20])[CH3:21])=[O:23])[cH:15][cH:16][cH:17]1. Product: CC(C)(C)S(=O)N=C(c1cccc(Br)c1)c1ccccc1C#N.